This data is from the Open Reaction Database (ORD), a public repository of structured organic reaction records. The task is: describe an organic reaction: reactants, conditions, products, and yield Starting materials: II (iodine), C(CC(C)C)OCCC(C)C (di-isoamyl ether), ( A ), [Cl-].[Cl-].[Cl-].[Ti+3] (Titanium trichloride). Solvent: C1(=CC=CC=C1)C (toluene). Product: [Cl-].[Cl-].[Cl-].[Ti+3] (titanium trichloride), ( A ), II.C(CC(C)C)OCCC(C)C (I2 di-isoamyl ether). Reaction SMILES: [Cl-:1].[Cl-].[Cl-].[Ti+3:4].[I:5][I:6].[CH2:7]([O:12][CH2:13][CH2:14][CH:15]([CH3:17])[CH3:16])[CH2:8][CH:9]([CH3:11])[CH3:10]>C1(C)C=CC=CC=1>[Cl-:1].[Cl-:1].[Cl-:1].[Ti+3:4].[I:5][I:6].[CH2:13]([O:12][CH2:7][CH2:8][CH:9]([CH3:11])[CH3:10])[CH2:14][CH:15]([CH3:16])[CH3:17] |f:0.1.2.3,7.8.9.10,11.12|. Procedure: Titanium trichloride composition (A) of 11.0 g was suspended in 55 ml of toluene and iodine and di-isoamyl ether were added in amounts to give a molar ratio of titanium trichloride composition (A)/I2 /di-isoamyl ether of 1.0/0.1/1.0 and then reacted at 80° C. for one hour to obtain titanium trichloride solid catalyst. This catalyst is referred to as titanium trichloride solid catalyst (II).